This data is from the Open Reaction Database (ORD), a public repository of structured organic reaction records. The task is: describe an organic reaction: reactants, conditions, products, and yield Reagents/catalysts: O=[Os](=O)(=O)=O (OsO4). Reported procedure: To a solution of N-carbobenzoxy-3-pyrroline (1.00 g, 4.92 mmol, 1.0 eq) in acetone (20 mL) was added NMO (1.0 g, 7.38 mmol, 1.5 eq) followed by OsO4 (cat. 10 mg in 1 mL iPrOH). The mixture was stirred for 3 h. To this, saturated NaHSO3 aqueous solution (5 mL) was added, and the mixture was stirred for another 0.5 h. The organic phase was separated from the mixture, and the water phase was extracted with EtOAc (20 mL×3). The combined organic phases were dried over anhydrous Na2SO4 and filtered. T... Starting materials: C(=O)(OCC1=CC=CC=C1)N1CC=CC1 (N-carbobenzoxy-3-pyrroline), C[N+]1(CCOCC1)[O-] (NMO), CC(=O)C (acetone), OS(=O)[O-].[Na+] (NaHSO3). Run at time 3 hour. As a reaction SMILES: [C:1]([N:11]1[CH2:15]C=CC1)([O:3][CH2:4][C:5]1[CH:10]=[CH:9][CH:8]=[CH:7][CH:6]=1)=[O:2].C[N+]1([O-])CC[O:20]CC1.OS([O-])=O.[Na+].[CH3:29][C:30]([CH3:32])=[O:31]>O=[Os](=O)(=O)=O>[OH:31][CH:30]1[CH:32]([OH:20])[CH2:15][N:11]([C:1]([O:3][CH2:4][C:5]2[CH:10]=[CH:9][CH:8]=[CH:7][CH:6]=2)=[O:2])[CH2:29]1 |f:2.3|. Isolated yield 100.0%. Yields the product OC1CN(CC1O)C(=O)OCC1=CC=CC=C1 (benzyl 3,4-dihydroxypyrrolidine-1-carboxylate).